This data is from the Open Reaction Database (ORD), a public repository of structured organic reaction records. The task is: describe an organic reaction: reactants, conditions, products, and yield Starting materials: CC(C)(C)[Si](C)(C)Cl, CCOC(C)=O, Cc1c(NC(C(=O)NCC(=O)c2ccccc2)C(C)O)ccc(C#N)c1Cl, CN(C)C=O, O, c1c[nH]cn1. Yields the product Cc1c(NC(C(=O)NCC(=O)c2ccccc2)C(C)O[Si](C)(C)C(C)(C)C)ccc(C#N)c1Cl. As a reaction SMILES: [C:38]([CH3:39])([CH3:40])([CH3:41])[Si:42]([CH3:43])([CH3:44])[Cl:45].[CH3:46][CH2:47][O:48][C:49]([CH3:50])=[O:51].[Cl:1][c:2]1[c:3]([CH3:27])[c:4]([NH:10][CH:11]([C:12](=[O:13])[NH:14][CH2:15][C:16]([c:17]2[cH:18][cH:19][cH:20][cH:21][cH:22]2)=[O:23])[CH:24]([CH3:25])[OH:26])[cH:5][cH:6][c:7]1[C:8]#[N:9].[O:28]=[CH:29][N:30]([CH3:31])[CH3:32].[OH2:52].[nH:33]1[cH:34][cH:35][n:36][cH:37]1>>[Cl:1][c:2]1[c:3]([CH3:27])[c:4]([NH:10][CH:11]([C:12](=[O:13])[NH:14][CH2:15][C:16]([c:17]2[cH:18][cH:19][cH:20][cH:21][cH:22]2)=[O:23])[CH:24]([CH3:25])[O:26][Si:42]([C:38]([CH3:39])([CH3:40])[CH3:41])([CH3:43])[CH3:44])[cH:5][cH:6][c:7]1[C:8]#[N:9]. Starting materials: O=C([O-])[O-], CO, CC(C)c1ccc([N+](=O)[O-])c(NC(=O)C(F)(F)F)c1, [K+], [K+], O. Yields the product CC(C)c1ccc([N+](=O)[O-])c(N)c1. RXN SMILES: [C:20](=[O:21])([O-:22])[O-:23].[CH3:26][OH:27].[F:1][C:2]([F:3])([F:4])[C:18]([NH:5][c:6]1[c:7]([N+:15](=[O:16])[O-:17])[cH:8][cH:9][c:10]([CH:12]([CH3:13])[CH3:14])[cH:11]1)=[O:19].[K+:24].[K+:25].[OH2:28]>>[NH2:5][c:6]1[c:7]([N+:15](=[O:16])[O-:17])[cH:8][cH:9][c:10]([CH:12]([CH3:13])[CH3:14])[cH:11]1. Reactants: C(=NC1CCCCC1)=NC1CCCCC1, ClCCl, CC(C)Oc1ccc(C(=O)O)cc1, CCOC(=O)C(N)Cc1ccc(OC)c(OC)c1, O, On1nnc2ccccc21. Product: CCOC(=O)C(Cc1ccc(OC)c(OC)c1)NC(=O)c1ccc(OC(C)C)cc1. As a reaction SMILES: [CH2:43]1[CH2:44][CH2:45][CH:46]([N:47]=[C:48]=[N:49][CH:50]2[CH2:51][CH2:52][CH2:53][CH2:54][CH2:55]2)[CH2:56][CH2:57]1.[CH2:58]([Cl:59])[Cl:60].[CH:19]([CH3:20])([CH3:21])[O:22][c:23]1[cH:24][cH:25][c:26]([C:27](=[O:28])[OH:29])[cH:30][cH:31]1.[NH2:1][CH:2]([C:3](=[O:4])[O:5][CH2:6][CH3:7])[CH2:8][c:9]1[cH:10][c:11]([O:17][CH3:18])[c:12]([O:15][CH3:16])[cH:13][cH:14]1.[OH2:32].[OH:33][n:34]1[c:35]2[cH:36][cH:37][cH:38][cH:39][c:40]2[n:41][n:42]1>>[NH:1]([CH:2]([C:3](=[O:4])[O:5][CH2:6][CH3:7])[CH2:8][c:9]1[cH:10][c:11]([O:17][CH3:18])[c:12]([O:15][CH3:16])[cH:13][cH:14]1)[C:27]([c:26]1[cH:25][cH:24][c:23]([O:22][CH:19]([CH3:20])[CH3:21])[cH:31][cH:30]1)=[O:28]. The reactants are CCN=C=NCCCN(C)C, c1ccc2c(c1)CCCN2, ClCCl, COC1=C(OC)C(=O)C(Cc2ccc(OCc3cccnc3)c(C(=O)O)c2)=C(C)C1=O, Cl, O. Product: COC1=C(OC)C(=O)C(Cc2ccc(OCc3cccnc3)c(C(=O)N3CCCc4ccccc43)c2)=C(C)C1=O. As a reaction SMILES: [CH2:12]([N:13]=[C:14]=[N:15][CH2:16][CH2:17][CH2:18][N:19]([CH3:20])[CH3:21])[CH3:22].[CH2:1]1[CH2:2][NH:3][c:4]2[cH:5][cH:6][cH:7][cH:8][c:9]2[CH2:10]1.[CH2:23]([Cl:24])[Cl:25].[CH3:26][O:27][C:28]1=[C:33]([O:34][CH3:35])[C:32](=[O:36])[C:31]([CH2:37][c:38]2[cH:39][cH:40][c:41]([O:47][CH2:48][c:49]3[cH:50][n:51][cH:52][cH:53][cH:54]3)[c:42]([C:43](=[O:44])[OH:45])[cH:46]2)=[C:30]([CH3:55])[C:29]1=[O:56].[ClH:11].[OH2:57]>>[CH2:1]1[CH2:2][N:3]([C:43]([c:42]2[c:41]([O:47][CH2:48][c:49]3[cH:50][n:51][cH:52][cH:53][cH:54]3)[cH:40][cH:39][c:38]([CH2:37][C:31]3=[C:30]([CH3:55])[C:29](=[O:56])[C:28]([O:27][CH3:26])=[C:33]([O:34][CH3:35])[C:32]3=[O:36])[cH:46]2)=[O:44])[c:4]2[cH:5][cH:6][cH:7][cH:8][c:9]2[CH2:10]1. The reactants are C(O)([O-])=O.[Na+] (sodium hydrogencarbonate), N1C=NC=C1 (imidazole), C(C)(C)(C)[Si](C1=CC=CC=C1)(C1=CC=CC=C1)Cl (tert-butyl-chlorodiphenylsilane), BrC1=CC=C(C=C1)O (4-bromophenol). Run in C(C)N(C=O)CC (diethylformamide), CN(C=O)C (dimethylformamide). Run at time 1 hour. Yields the product [Si](C1=CC=CC=C1)(C1=CC=CC=C1)(C(C)(C)C)OC1=CC=C(C=C1)Br (4-bromophenyl tert-butyldiphenylsilyl ether). The yield is 0.1%. Reaction SMILES: N1C=CN=C1.[C:6]([Si:10](Cl)([C:17]1[CH:22]=[CH:21][CH:20]=[CH:19][CH:18]=1)[C:11]1[CH:16]=[CH:15][CH:14]=[CH:13][CH:12]=1)([CH3:9])([CH3:8])[CH3:7].[Br:24][C:25]1[CH:30]=[CH:29][C:28]([OH:31])=[CH:27][CH:26]=1.C(=O)([O-])O.[Na+]>C(N(CC)C=O)C.CN(C)C=O>[Si:10]([O:31][C:28]1[CH:29]=[CH:30][C:25]([Br:24])=[CH:26][CH:27]=1)([C:6]([CH3:9])([CH3:8])[CH3:7])([C:17]1[CH:22]=[CH:21][CH:20]=[CH:19][CH:18]=1)[C:11]1[CH:16]=[CH:15][CH:14]=[CH:13][CH:12]=1 |f:3.4|. Reported procedure: 11.06 g (162.5 mmol) of imidazole in 30 ml of diethylformamide are added dropwise at room temperature to 35.24 g (130.0 mol) of tert-butyl-chlorodiphenylsilane and 11.25 g (65.0 mol) of 4-bromophenol in 150 ml of dimethylformamide. After the reaction mixture has been stirred at room temperature for one hour, it is poured into 1000 ml of 5% strength by weight aqueous sodium hydrogencarbonate solution and extracted twice with 400 ml of dichloromethane, and the organic phase is washed with aqueous ... The reactants are O=C([O-])O, CCN1CCOCC1, CCN=C=NCCCN(C)C, CN(C)C=O, NCc1cccc(C(F)(F)F)c1Cl, ClCCl, Cl, [Na+], O=C(O)C1CCC(=O)N1Cc1ccccc1, On1nnc2ccccc21. The product is O=C(NCc1cccc(C(F)(F)F)c1Cl)C1CCC(=O)N1Cc1ccccc1. Reaction SMILES: [C:60](=[O:61])([O-:62])[OH:63].[CH2:39]([N:40]1[CH2:41][CH2:42][O:43][CH2:44][CH2:45]1)[CH3:46].[CH3:18][N:19]([CH3:20])[CH2:21][CH2:22][CH2:23][N:24]=[C:25]=[N:26][CH2:27][CH3:28].[CH3:68][N:69]([CH3:70])[CH:71]=[O:72].[Cl:47][c:48]1[c:49]([CH2:58][NH2:59])[cH:50][cH:51][cH:52][c:53]1[C:54]([F:55])([F:56])[F:57].[Cl:65][CH2:66][Cl:67].[ClH:17].[Na+:64].[O:1]=[C:2]1[CH2:3][CH2:4][CH:5]([C:14](=[O:15])[OH:16])[N:6]1[CH2:7][c:8]1[cH:9][cH:10][cH:11][cH:12][cH:13]1.[OH:29][n:30]1[c:31]2[cH:32][cH:33][cH:34][cH:35][c:36]2[n:37][n:38]1>>[O:1]=[C:2]1[CH2:3][CH2:4][CH:5]([C:14](=[O:16])[NH:59][CH2:58][c:49]2[c:48]([Cl:47])[c:53]([C:54]([F:55])([F:56])[F:57])[cH:52][cH:51][cH:50]2)[N:6]1[CH2:7][c:8]1[cH:9][cH:10][cH:11][cH:12][cH:13]1. Starting materials: CC(=O)O, CCO, COc1cc([N+](=O)[O-])ccc1Cl, Cl, [Fe]. Product: COc1cc(N)ccc1Cl. As a reaction SMILES: [CH3:13][C:14](=[O:15])[OH:16].[CH3:18][CH2:19][OH:20].[Cl:1][c:2]1[c:3]([O:11][CH3:12])[cH:4][c:5]([N+:8]([O-:9])=[O:10])[cH:6][cH:7]1.[ClH:17].[Fe:21]>>[Cl:1][c:2]1[c:3]([O:11][CH3:12])[cH:4][c:5]([NH2:8])[cH:6][cH:7]1.